From a dataset of the Open Reaction Database (ORD), a public repository of structured organic reaction records. describe an organic reaction: reactants, conditions, products, and yield Starting materials: CN(C=O)C (N,N-Dimethylformamide), C1(=CC=CC=C1)P(CCCP(C1=CC=CC=C1)C1=CC=CC=C1)C1=CC=CC=C1 (1,3-bis(diphenylphosphino)propane), BrC1=CC=C2C(=N1)N(C(=N2)CC)CC2=C(C=C(C=C2)OCCC)Cl (5-bromo-3-(2-chloro-4-(1-propoxy)benzyl)-2-ethyl-3H-imidazo[4,5-b]pyridine), [C]=O (carbon monoxide), O (water). Reagents/catalysts: C(C)(=O)[O-].[Pd+2].C(C)(=O)[O-] (palladium (II) acetate). The solvent is CO (methanol), C(C)N(CC)CC (triethylamine). Reaction conditions: time 8 hour. Product: ClC1=C(CN2C(=NC=3C2=NC(=CC3)C(=O)OC)CC)C=CC(=C1)OCCC (methyl 3-(2-chloro-4-(1-propoxy)benzyl)-2-ethyl-3H-imidazo[4,5-b]pyridine-5-carboxylate). As a reaction SMILES: CN(C)[CH:3]=[O:4].[C:6]1(P(C2C=CC=CC=2)CCCP(C2C=CC=CC=2)C2C=CC=CC=2)C=CC=CC=1.Br[C:36]1[N:41]=[C:40]2[N:42]([CH2:47][C:48]3[CH:53]=[CH:52][C:51]([O:54][CH2:55][CH2:56][CH3:57])=[CH:50][C:49]=3[Cl:58])[C:43]([CH2:45][CH3:46])=[N:44][C:39]2=[CH:38][CH:37]=1.[C]=O.[OH2:61]>C([O-])(=O)C.[Pd+2].C([O-])(=O)C.CO.C(N(CC)CC)C>[Cl:58][C:49]1[CH:50]=[C:51]([O:54][CH2:55][CH2:56][CH3:57])[CH:52]=[CH:53][C:48]=1[CH2:47][N:42]1[C:40]2=[N:41][C:36]([C:6]([O:4][CH3:3])=[O:61])=[CH:37][CH:38]=[C:39]2[N:44]=[C:43]1[CH2:45][CH3:46] |f:5.6.7,^3:58|. Procedure details: N,N-Dimethylformamide (6 ml), triethylamine(0.85 ml), 1,3-bis(diphenylphosphino)propane (346 mg), palladium (II) acetate (188 mg) and methanol (4 ml) were added to 5-bromo-3-(2-chloro-4-(1-propoxy)benzyl)-2-ethyl-3H-imidazo[4,5-b]pyridine (1.07 g) and the mixture was stirred for 8 hr while heating to 85° C. in a 10 atm. carbon monoxide atmosphere. After cooling with ice, water (20 ml) was added to the reaction mixture and the reaction mixture was stirred at room temperature. The precipitated cry... Starting materials: OC=1C=C2C[C@H](NCC2=CC1O)C(=O)O ((3S)-6,7-Dihydroxy-1,2,3,4-tetrahydroisoquinoline-3-carboxylic acid), B([O-])([O-])[O-].[Na+].[Na+].[Na+] (sodium borate), C(C1=CC=CC=C1)(=O)Cl (Benzoyl chloride), [OH-].[Na+] (sodium hydroxide). Solvent: O (water), O (water). The product is C(C1=CC=CC=C1)(=O)N1CC2=CC(=C(C=C2C[C@H]1C(=O)O)O)O ((3S)-2-benzoyl-6,7-dihydroxy-1,2,3,4-tetrahydroisoquinoline-3-carboxylic acid). Yield: 82.1%. Reaction SMILES: [OH:1][C:2]1[CH:3]=[C:4]2[C:9](=[CH:10][C:11]=1[OH:12])[CH2:8][NH:7][C@H:6]([C:13]([OH:15])=[O:14])[CH2:5]2.B([O-])([O-])[O-].[Na+].[Na+].[Na+].[C:23](Cl)(=[O:30])[C:24]1[CH:29]=[CH:28][CH:27]=[CH:26][CH:25]=1.[OH-].[Na+]>O>[C:23]([N:7]1[C@H:6]([C:13]([OH:15])=[O:14])[CH2:5][C:4]2[C:9](=[CH:10][C:11]([OH:12])=[C:2]([OH:1])[CH:3]=2)[CH2:8]1)(=[O:30])[C:24]1[CH:29]=[CH:28][CH:27]=[CH:26][CH:25]=1 |f:1.2.3.4,6.7|. Procedure details: (3S)-6,7-Dihydroxy-1,2,3,4-tetrahydroisoquinoline-3-carboxylic acid [J. Org. Chem., 26, 3533 (1961)] (33.9 g) and sodium borate.10H2O (62 g) are suspended in water (500 ml). Benzoyl chloride (27.5 g) and a solution of sodium hydroxide (13 g) in water (100 ml) are added dropwise to the suspension at 0° C. under stirring. The mixture is stirred at room temperature for 4 hours. The mixture is washed with ethyl acetate, and acidified with conc. HCl, and extracted with ethyl acetate. The extract is d...